Dataset: the Open Reaction Database (ORD), a public repository of structured organic reaction records. Task: describe an organic reaction: reactants, conditions, products, and yield The reactants are Cl, COC(=O)C1CCC(C2CC=C(F)CC2)CC1, [Na+], C1CCOC1, [OH-], O. Product: O=C(O)C1CCC(C2CC=C(F)CC2)CC1. As a reaction SMILES: [ClH:20].[F:1][C:2]1=[CH:3][CH2:4][CH:5]([CH:8]2[CH2:9][CH2:10][CH:11]([C:14](=[O:15])[O:16][CH3:17])[CH2:12][CH2:13]2)[CH2:6][CH2:7]1.[Na+:19].[O:22]1[CH2:23][CH2:24][CH2:25][CH2:26]1.[OH-:18].[OH2:21]>>[F:1][C:2]1=[CH:3][CH2:4][CH:5]([CH:8]2[CH2:9][CH2:10][CH:11]([C:14](=[O:15])[OH:16])[CH2:12][CH2:13]2)[CH2:6][CH2:7]1.